Dataset: the Open Reaction Database (ORD), a public repository of structured organic reaction records. Task: describe an organic reaction: reactants, conditions, products, and yield The reactants are C1(=CC=CC=C1)S(=O)(=O)CC1=CC=C(C(=C1C(=O)OC)OC)C=1N=COC1 (methyl 6-(benzenesulphonylmethyl)-3-(oxazol-4-yl)-2-methoxybenzoate), C1(=CC=CC=C1)S(=O)(=O)CC1=CC=C(C(=C1C(=O)OC)OC)C=1N=COC1 (methyl 6-(benzenesulphonylmethyl)-3-(oxazol-4-yl)-2-methoxybenzoate). Solvent: CO (methanol). The product is C1(=CC=CC=C1)S(=O)(=O)CC1=CC=C(C(=C1C(=O)O)OC)C=1N=COC1 (6-(Benzenesulphonylmethyl)-3-(oxazol-4-yl)-2-methoxybenzoic acid). Reaction SMILES: [C:1]1([S:7]([CH2:10][C:11]2[C:16]([C:17]([O:19]C)=[O:18])=[C:15]([O:21][CH3:22])[C:14]([C:23]3[N:24]=[CH:25][O:26][CH:27]=3)=[CH:13][CH:12]=2)(=[O:9])=[O:8])[CH:6]=[CH:5][CH:4]=[CH:3][CH:2]=1>CO>[C:1]1([S:7]([CH2:10][C:11]2[C:16]([C:17]([OH:19])=[O:18])=[C:15]([O:21][CH3:22])[C:14]([C:23]3[N:24]=[CH:25][O:26][CH:27]=3)=[CH:13][CH:12]=2)(=[O:8])=[O:9])[CH:2]=[CH:3][CH:4]=[CH:5][CH:6]=1. Procedure details: Prepared by proceeding in a similar manner to Example 3, starting from crude methyl 6-(benzenesulphonylmethyl)-3-(oxazol-4-yl)-2-methoxybenzoate (Intermediate 49) and using methanol in place of dioxane.